describe an organic reaction: reactants, conditions, products, and yield From a dataset of the Open Reaction Database (ORD), a public repository of structured organic reaction records. Reactants: CN(CCCNCC)C (N,N-dimethyl-N'-ethyl-1,3-propanediamine), C(CCCCCCCCCCCCCCC)(=O)Cl (palmitoyl chloride). The solvent is C(Cl)Cl (methylene chloride). Reaction conditions: time 8 hour. The product is CN(CCCN(C(CCCCCCCCCCCCCCC)=O)CC)C (N,N-Dimethyl-N'-ethyl-N'-hexadecanoyl-1,3-propanediamine). As a reaction SMILES: [CH3:1][N:2]([CH3:9])[CH2:3][CH2:4][CH2:5][NH:6][CH2:7][CH3:8].[C:10](Cl)(=[O:26])[CH2:11][CH2:12][CH2:13][CH2:14][CH2:15][CH2:16][CH2:17][CH2:18][CH2:19][CH2:20][CH2:21][CH2:22][CH2:23][CH2:24][CH3:25]>C(Cl)Cl>[CH3:1][N:2]([CH3:9])[CH2:3][CH2:4][CH2:5][N:6]([CH2:7][CH3:8])[C:10](=[O:26])[CH2:11][CH2:12][CH2:13][CH2:14][CH2:15][CH2:16][CH2:17][CH2:18][CH2:19][CH2:20][CH2:21][CH2:22][CH2:23][CH2:24][CH3:25]. Reported procedure: To a solution of N,N-dimethyl-N'-ethyl-1,3-propanediamine (1.18 g, 9.06 mmole) in methylene chloride (20 mL) was added palmitoyl chloride (2.20 g, 8.00 mmole) dropwise. The reaction mixture was stirred at room temperature overnight. Starting materials: ClC=1N=C(C2=C(N1)C=CC(=N2)CN2CC(C2)N2CCOCC2)N2CCOCC2 (4-(1-((2-chloro-4-morpholinopyrido[3,2-d]pyrimidin-6-yl)methyl)azetidin-3-yl)morpholine), [Si](C)(C)(C(C)(C)C)N1C=CC2=C(C(=CC=C12)F)B1OC(C(O1)(C)C)(C)C (1-(tert-butyldimethylsilyl)-5-fluoro-4-(4,4,5,5-tetramethyl-1,3,2-dioxaborolan-2-yl)-1H-indole). Product: FC=1C(=C2C=CNC2=CC1)C=1N=C(C2=C(N1)C=CC(=N2)CN2CC(C2)N2CCOCC2)N2CCOCC2 (4-(1-((2-(5-fluoro-1H-indol-4-yl)-4-morpholinopyrido[3,2-d]pyrimidin-6-yl)methyl)azetidin-3-yl)morpholine). RXN SMILES: Cl[C:2]1[N:3]=[C:4]([N:23]2[CH2:28][CH2:27][O:26][CH2:25][CH2:24]2)[C:5]2[N:11]=[C:10]([CH2:12][N:13]3[CH2:16][CH:15]([N:17]4[CH2:22][CH2:21][O:20][CH2:19][CH2:18]4)[CH2:14]3)[CH:9]=[CH:8][C:6]=2[N:7]=1.[Si]([N:36]1[C:44]2[C:39](=[C:40](B3OC(C)(C)C(C)(C)O3)[C:41]([F:45])=[CH:42][CH:43]=2)[CH:38]=[CH:37]1)(C(C)(C)C)(C)C>>[F:45][C:41]1[C:40]([C:2]2[N:3]=[C:4]([N:23]3[CH2:28][CH2:27][O:26][CH2:25][CH2:24]3)[C:5]3[N:11]=[C:10]([CH2:12][N:13]4[CH2:16][CH:15]([N:17]5[CH2:22][CH2:21][O:20][CH2:19][CH2:18]5)[CH2:14]4)[CH:9]=[CH:8][C:6]=3[N:7]=2)=[C:39]2[C:44](=[CH:43][CH:42]=1)[NH:36][CH:37]=[CH:38]2. Reported procedure: 4-(1-((2-chloro-4-morpholinopyrido[3,2-d]pyrimidin-6-yl)methyl)azetidin-3-yl)morpholine (119 mg) was reacted with 1-(tert-butyldimethylsilyl)-5-fluoro-4-(4,4,5,5-tetramethyl-1,3,2-dioxaborolan-2-yl)-1H-indole via General Procedure A to produce 46 mg of 126 following reverse phase HPLC purification. MS (Q1) 504.2 (M)+ Reactants: CCN(C(C)C)C(C)C (DIPEA), BrCC(=O)C1=NC2=CC=C(C=C2C=C1)Br (2-bromo-1-(6-bromoquinolin-2-yl)ethanone), C(C)(C)(C)OC(=O)N1[C@@H]2C[C@@H]2C[C@H]1C(=O)O ((1R,3S,5R)-2-(tert-butoxycarbonyl)-2-azabicyclo[3.1.0]hexane-3-carboxylic acid). The solvent is C(C)#N (acetonitrile), C(=O)(O)[O-].[Na+] (NaHCO3). Run at time 16 hour. Product: [C@@H]12N([C@@H](C[C@H]2C1)C(=O)OCC(=O)C1=NC2=CC=C(C=C2C=C1)Br)C(=O)OC(C)(C)C ((1R,3S,5R)-3-(2-(6-bromoquinolin-2-yl)-2-oxoethyl) 2-tert-butyl 2-azabicyclo[3.1.0]hexane-2,3-dicarboxylate). Yield: 85.7%. RXN SMILES: CCN(C(C)C)C(C)C.Br[CH2:11][C:12]([C:14]1[CH:23]=[CH:22][C:21]2[C:16](=[CH:17][CH:18]=[C:19]([Br:24])[CH:20]=2)[N:15]=1)=[O:13].[C:25]([O:29][C:30]([N:32]1[C@H:37]([C:38]([OH:40])=[O:39])[CH2:36][C@@H:35]2[C@H:33]1[CH2:34]2)=[O:31])([CH3:28])([CH3:27])[CH3:26]>C(#N)C.C([O-])(O)=O.[Na+]>[C@@H:33]12[CH2:34][C@@H:35]1[CH2:36][C@@H:37]([C:38]([O:40][CH2:11][C:12]([C:14]1[CH:23]=[CH:22][C:21]3[C:16](=[CH:17][CH:18]=[C:19]([Br:24])[CH:20]=3)[N:15]=1)=[O:13])=[O:39])[N:32]2[C:30]([O:29][C:25]([CH3:28])([CH3:27])[CH3:26])=[O:31] |f:4.5|. Reported procedure: DIPEA (0.21 mL, 1.2 mmol) was added to a solution of 2-bromo-1-(6-bromoquinolin-2-yl)ethanone (268 mg, 0.815 mmol)) and (1R,3S,5R)-2-(tert-butoxycarbonyl)-2-azabicyclo[3.1.0]hexane-3-carboxylic acid (204 mg, 0.896 mmol) in acetonitrile (8 mL) and the reaction mixture was stirred at rt for 16 h. The reaction mixture was diluted with sat. aq. NaHCO3 (5 mL) and extracted with EtOAc (2×20 mL). The combined organic layers were washed with brine, dried (MgSO4), filtered and concentrated. The crude pro...